This data is from the Open Reaction Database (ORD), a public repository of structured organic reaction records. The task is: describe an organic reaction: reactants, conditions, products, and yield Reactants: O=C([O-])[O-], CN(C)C=O, CCOC(C)=O, [Cl-], ClCC[NH+](CCCl)CCCc1ccccc1, NCCc1ccccc1F, [I-], [K+], [K+], [Na+], O. Yields the product Fc1ccccc1CCN1CCN(CCCc2ccccc2)CC1, Cl, Cl. RXN SMILES: [C:28](=[O:29])([O-:30])[O-:31].[CH3:36][N:37]([CH3:38])[CH:39]=[O:40].[CH3:41][CH2:42][O:43][C:44](=[O:45])[CH3:46].[Cl-:1].[Cl:2][CH2:3][CH2:4][NH+:5]([CH2:6][CH2:7][CH2:8][c:9]1[cH:10][cH:11][cH:12][cH:13][cH:14]1)[CH2:15][CH2:16][Cl:17].[F:18][c:19]1[c:20]([CH2:25][CH2:26][NH2:27])[cH:21][cH:22][cH:23][cH:24]1.[I-:35].[K+:32].[K+:33].[Na+:34].[OH2:47]>>[CH2:3]1[CH2:4][N:5]([CH2:6][CH2:7][CH2:8][c:9]2[cH:10][cH:11][cH:12][cH:13][cH:14]2)[CH2:15][CH2:16][N:27]1[CH2:26][CH2:25][c:20]1[c:19]([F:18])[cH:24][cH:23][cH:22][cH:21]1.[ClH:1].[ClH:2]. Reactants: Cl (Hydrochloric acid), BrC1=C(CNC(C)=O)C=C(C(=C1)OCC(CO)O)OC (2-bromo-4-(2,3-dihydroxypropoxy)-5-methoxy-N-acetyl benzylamine). Run in C(C)O (ethanol). The product is Cl.BrC1=C(CN)C=C(C(=C1)OCC(CO)O)OC (2-bromo-4-(2,3-dihydroxypropoxy)-5-methoxy-benzylamine hydrochloride). As a reaction SMILES: [ClH:1].[Br:2][C:3]1[CH:13]=[C:12]([O:14][CH2:15][CH:16]([OH:19])[CH2:17][OH:18])[C:11]([O:20][CH3:21])=[CH:10][C:4]=1[CH2:5][NH:6]C(=O)C>C(O)C>[ClH:1].[Br:2][C:3]1[CH:13]=[C:12]([O:14][CH2:15][CH:16]([OH:19])[CH2:17][OH:18])[C:11]([O:20][CH3:21])=[CH:10][C:4]=1[CH2:5][NH2:6] |f:3.4|. Procedure details: 37% Hydrochloric acid (0.3 ml) was added to a solution of 2-bromo-4-(2,3-dihydroxypropoxy)-5-methoxy-N-acetyl benzylamine 4 (0.3 g, 0.86 mmol) in abs. ethanol (12 ml) and the mixture was refluxed for 12 hours. After cooling, the solvent was evaporated off under reduced pressure and the residue was recrystallized from a methanol/ethyl ether mixture to afford the title compound as pale orange solid in quantitative yield. Reactants: Cl (HCl), COC(C[C@@H](C=1C=NC=CC1)NC(CNC(CCCCNC1=NC2=C(N1)C=CC=C2)=O)=O)=O (3-{2-[5-(1H-Benzoimidazol-2-yl-amino)-pentanoylamino]-acetyl-amino}-3(S)-pyridin-3-yl-propionic acid methyl ester). Yields the product N1C(=NC2=C1C=CC=C2)NCCCCC(=O)NCC(=O)N[C@@H](CC(=O)O)C=2C=NC=CC2 (3-{2-[5-(1H-Benzoimidazol-2-yl-amino)-pentanoylamino]-acetyl-amino}-3(S)-pyridin-3-yl-propionic acid). Reaction SMILES: Cl.C[O:3][C:4](=[O:34])[CH2:5][C@H:6]([NH:13][C:14](=[O:33])[CH2:15][NH:16][C:17](=[O:32])[CH2:18][CH2:19][CH2:20][CH2:21][NH:22][C:23]1[NH:27][C:26]2[CH:28]=[CH:29][CH:30]=[CH:31][C:25]=2[N:24]=1)[C:7]1[CH:8]=[N:9][CH:10]=[CH:11][CH:12]=1>>[NH:24]1[C:25]2[CH:31]=[CH:30][CH:29]=[CH:28][C:26]=2[N:27]=[C:23]1[NH:22][CH2:21][CH2:20][CH2:19][CH2:18][C:17]([NH:16][CH2:15][C:14]([NH:13][C@H:6]([C:7]1[CH:8]=[N:9][CH:10]=[CH:11][CH:12]=1)[CH2:5][C:4]([OH:34])=[O:3])=[O:33])=[O:32]. Procedure: A 6N HCl solution (5 ml) of 24-8 (33 mg, 0.073 mmol) was stirred under ambient conditions for 18 hr. The reaction was concentrated to give a viscous gum which was purified by prep HPLC (Delta-Pak C18, gradient elution over 40 min., 5-50% CH3CN/H2O-0.1% TFA) to give 24-9. Starting materials: ClC1=NC(=C(C(=N1)Cl)Cl)Cl (2,4,5,6-tetrachloro-pyrimidine), Cl.COC1=CC(=NN1)N (5-methoxy-1H-pyrazol-3-amine hydrogen chloride salt). Run in C(C)O (ethanol). Product: ClC1=NC(=C(C(=N1)NC1=NNC(=C1)OC)Cl)Cl (2,5,6-Trichloro-N-(5-methoxy-1H-pyrazol-3-yl)pyrimidin-4-amine). The yield is 25.8%. RXN SMILES: [Cl:1][C:2]1[N:7]=[C:6]([Cl:8])[C:5]([Cl:9])=[C:4](Cl)[N:3]=1.Cl.[CH3:12][O:13][C:14]1[NH:18][N:17]=[C:16]([NH2:19])[CH:15]=1>C(O)C>[Cl:1][C:2]1[N:3]=[C:4]([NH:19][C:16]2[CH:15]=[C:14]([O:13][CH3:12])[NH:18][N:17]=2)[C:5]([Cl:9])=[C:6]([Cl:8])[N:7]=1 |f:1.2|. Reported procedure: To a solution of 2,4,5,6-tetrachloro-pyrimidine (2.18 g) in absolute ethanol (100 mL) was added DIEPA (4.4 mL) and 5-methoxy-1H-pyrazol-3-amine hydrogen chloride salt (1.50 g). The resulting solution was stirred at room temperature for over night. The solvent was evaporated under reduced pressure. The crude compound was purified by Gilson (10-60% MeCN/H2O, 15 minutes) to give the titled compound as solid (0.76 g). m/z 294.